Dataset: the Open Reaction Database (ORD), a public repository of structured organic reaction records. Task: describe an organic reaction: reactants, conditions, products, and yield Starting materials: [Al+3], CC(=O)N1CCC2Cc3ccccc3C(c3ccccc3)N2CC1, CO, [H-], [H-], [H-], [H-], [Li+], [Na+], [Na+], O=S(=O)([O-])[O-], C1COCCO1. Yields the product CCN1CCC2Cc3ccccc3C(c3ccccc3)N2CC1. Reaction SMILES: [Al+3:26].[C:1]([CH3:2])(=[O:3])[N:4]1[CH2:5][CH2:6][N:7]2[CH:8]([c:19]3[cH:20][cH:21][cH:22][cH:23][cH:24]3)[c:9]3[cH:10][cH:11][cH:12][cH:13][c:14]3[CH2:15][CH:16]2[CH2:17][CH2:18]1.[CH3:31][OH:32].[H-:25].[H-:28].[H-:29].[H-:30].[Li+:27].[Na+:33].[Na+:34].[O-:35][S:36](=[O:37])(=[O:38])[O-:39].[O:40]1[CH2:41][CH2:42][O:43][CH2:44][CH2:45]1>>[CH2:1]([CH3:2])[N:4]1[CH2:5][CH2:6][N:7]2[CH:8]([c:19]3[cH:20][cH:21][cH:22][cH:23][cH:24]3)[c:9]3[cH:10][cH:11][cH:12][cH:13][c:14]3[CH2:15][CH:16]2[CH2:17][CH2:18]1. The reactants are [OH-].[Na+] (sodium hydroxide), C(CCC)S (n-butanethiol), FC(S(=O)(=O)[O-])(F)F.FC1=CC=C(C=C1)[S+](C1=CC=C(C=C1)F)C1=CC=C(C=C1)F (tris(4-fluorophenyl)sulfonium trifluoromethanesulfonate). Reagents/catalysts: [Br-].C(CCC)[N+](CCCC)(CCCC)CCCC (tetra-n-butylammonium bromide). Run in ClCCl (dichloromethane). Run at time 30 minute. Yields the product FC(S(=O)(=O)[O-])(F)F.C(CCC)SC1=CC=C(C=C1)[S+](C1=CC=C(C=C1)SCCCC)C1=CC=C(C=C1)SCCCC (tris(4-n-butylthiophenyl)sulfonium trifluoromethanesulfonate). The yield is 120.8%. RXN SMILES: [F:1][C:2]([F:8])([F:7])[S:3]([O-:6])(=[O:5])=[O:4].F[C:10]1[CH:15]=[CH:14][C:13]([S+:16]([C:24]2[CH:29]=[CH:28][C:27](F)=[CH:26][CH:25]=2)[C:17]2[CH:22]=[CH:21][C:20](F)=[CH:19][CH:18]=2)=[CH:12][CH:11]=1.[OH-].[Na+].[CH2:33]([SH:37])[CH2:34][CH2:35][CH3:36]>ClCCl.[Br-].C([N+](CCCC)(CCCC)CCCC)CCC>[F:1][C:2]([F:8])([F:7])[S:3]([O-:6])(=[O:5])=[O:4].[CH2:33]([S:37][C:10]1[CH:15]=[CH:14][C:13]([S+:16]([C:24]2[CH:29]=[CH:28][C:27]([S:3][CH2:2][CH2:18][CH2:17][CH3:22])=[CH:26][CH:25]=2)[C:17]2[CH:22]=[CH:21][C:20]([S:16][CH2:13][CH2:12][CH2:11][CH3:10])=[CH:19][CH:18]=2)=[CH:12][CH:11]=1)[CH2:34][CH2:35][CH3:36] |f:0.1,2.3,6.7,8.9|. Procedure: 26.7 g of tris(4-fluorophenyl)sulfonium trifluoromethanesulfonate was dissolved in 200 g of dichloromethane in a reaction flask, in which the atmosphere was replaced with nitrogen. 600 g of 10 wt % sodium hydroxide aqueous solution, 5.8 g of tetra-n-butylammonium bromide, and 20.1 g of n-butanethiol were added. The mixture was stirred for 30 minutes at room temperature and transferred to a separatory funnel, shaken, and allowed to stand still. The water layer was removed. After the addition of 3... Reactants: OC1=CC=C(C(=O)N)C=C1 (4-hydroxybenzamide), C([O-])([O-])=O.[K+].[K+] (potassium carbonate), CN(C)C=O (DMF), ClCCC(OCC)OCC (3-chloro-1,1-diethoxypropane). Solvent: O (water). Run at temperature 100 celsius, time 18 hour. Product: C(C)OC(CCOC1=CC=C(C(=O)N)C=C1)OCC (4-(3,3-Diethoxypropoxy)benzamide). Yield: 89.0%. RXN SMILES: [OH:1][C:2]1[CH:10]=[CH:9][C:5]([C:6]([NH2:8])=[O:7])=[CH:4][CH:3]=1.C(=O)([O-])[O-].[K+].[K+].CN(C=O)C.Cl[CH2:23][CH2:24][CH:25]([O:29][CH2:30][CH3:31])[O:26][CH2:27][CH3:28]>O>[CH2:27]([O:26][CH:25]([O:29][CH2:30][CH3:31])[CH2:24][CH2:23][O:1][C:2]1[CH:10]=[CH:9][C:5]([C:6]([NH2:8])=[O:7])=[CH:4][CH:3]=1)[CH3:28] |f:1.2.3|. Reported procedure: 500 mg of 4-hydroxybenzamide, 1.51 g of potassium carbonate, 10 mL of DMF and 730 mg of 3-chloro-1,1-diethoxypropane are added to a flask. The reaction mixture is stirred at 100° C. for 18 hours and then 5 mL of water are added. The aqueous phase is extracted with ethyl acetate, and then the organic phases are collected, washed with water and concentrated under reduced pressure. The product is obtained in the form of a powder in a yield of 89% and with a chemical purity of 95%. The reactants are ClC1=C(C=C(C=C1)C(F)(F)F)O (2-chloro-5-(trifluoromethyl)phenol), OC(CCN(C(OC(C)(C)C)=O)C)CCCC ((3-hydroxyheptyl)methylcarbamic acid, 1,1-dimethylethyl ester). Product: ClC1=C(OC(CCN(C(OC(C)(C)C)=O)C)CCCC)C=C(C=C1)C(F)(F)F ([3-[2-Chloro-5-(trifluoromethyl)phenoxy]heptyl]methylcarbamic acid, 1,1-dimethylethyl ester). RXN SMILES: [Cl:1][C:2]1[CH:7]=[CH:6][C:5]([C:8]([F:11])([F:10])[F:9])=[CH:4][C:3]=1[OH:12].O[CH:14]([CH2:26][CH2:27][CH2:28][CH3:29])[CH2:15][CH2:16][N:17]([CH3:25])[C:18](=[O:24])[O:19][C:20]([CH3:23])([CH3:22])[CH3:21]>>[Cl:1][C:2]1[CH:7]=[CH:6][C:5]([C:8]([F:10])([F:11])[F:9])=[CH:4][C:3]=1[O:12][CH:14]([CH2:26][CH2:27][CH2:28][CH3:29])[CH2:15][CH2:16][N:17]([CH3:25])[C:18](=[O:24])[O:19][C:20]([CH3:21])([CH3:22])[CH3:23]. Procedure details: The title compound was prepared according to the method of Example 1 step (c) but using 2-chloro-5-(trifluoromethyl)phenol and (3-hydroxyheptyl)methylcarbamic acid, 1,1-dimethylethyl ester. Starting materials: C1(CCCCC1)[Mg]Br.O1CCCC1 (cyclohexylmagnesium bromide tetrahydrofuran), CC=1C(=CN(C1)C1=CC(=CC=C1)C(F)(F)F)C=O (4-methyl-1-[3-(trifluoromethyl)phenyl]-1H-pyrrole-3-carbaldehyde), [Cl-].[NH4+] (ammonium chloride). The solvent is O1CCCC1 (tetrahydrofuran). Conditions: temperature 0 celsius, time 1 hour. Product: C1(CCCCC1)C(O)C1=CN(C=C1C)C1=CC(=CC=C1)C(F)(F)F (cyclohexyl{4-methyl-1-[3-(trifluoromethyl)phenyl]-1H-pyrrol-3-yl}methanol). The yield is 52.0%. RXN SMILES: [CH3:1][C:2]1[C:3]([CH:17]=[O:18])=[CH:4][N:5]([C:7]2[CH:12]=[CH:11][CH:10]=[C:9]([C:13]([F:16])([F:15])[F:14])[CH:8]=2)[CH:6]=1.[CH:19]1([Mg]Br)[CH2:24][CH2:23][CH2:22][CH2:21][CH2:20]1.O1CCCC1.[Cl-].[NH4+]>O1CCCC1>[CH:19]1([CH:17]([C:3]2[C:2]([CH3:1])=[CH:6][N:5]([C:7]3[CH:12]=[CH:11][CH:10]=[C:9]([C:13]([F:16])([F:14])[F:15])[CH:8]=3)[CH:4]=2)[OH:18])[CH2:24][CH2:23][CH2:22][CH2:21][CH2:20]1 |f:1.2,3.4|. Procedure details: To a solution of 4-methyl-1-[3-(trifluoromethyl)phenyl]-1H-pyrrole-3-carbaldehyde (2.3 g) synthesized above in tetrahydrofuran (20 mL) was added dropwise 1M cyclohexylmagnesium bromide-tetrahydrofuran solution (12 mL) at 0° C. After stirring at 0° C. for 1 hr, an aqueous ammonium chloride solution was added, and the mixture was extracted with ethyl acetate. The extract was concentrated under reduced pressure, and the residue was purified by silica gel column chromatography (ethyl acetate:hexane=... Product: CCn1ncc2c(-c3cncc(C)c3)c(COCC(=O)OC(C)(C)C)c(COC)nc21. The reactants are CC(C)(C)OC(=O)CBr, CCn1ncc2c(-c3cncc(C)c3)c(CO)c(COC)nc21, Cc1ccccc1, [Na+], [OH-], O. RXN SMILES: [Br:33][CH2:34][C:35](=[O:36])[O:37][C:38]([CH3:39])([CH3:40])[CH3:41].[CH2:1]([CH3:2])[n:3]1[n:4][cH:5][c:6]2[c:7]1[n:8][c:9]([CH2:21][O:22][CH3:23])[c:10]([CH2:19][OH:20])[c:11]2-[c:12]1[cH:13][n:14][cH:15][c:16]([CH3:18])[cH:17]1.[CH3:24][c:25]1[cH:26][cH:27][cH:28][cH:29][cH:30]1.[Na+:32].[OH-:31].[OH2:42]>>[CH2:1]([CH3:2])[n:3]1[n:4][cH:5][c:6]2[c:7]1[n:8][c:9]([CH2:21][O:22][CH3:23])[c:10]([CH2:19][O:20][CH2:34][C:35](=[O:36])[O:37][C:38]([CH3:39])([CH3:40])[CH3:41])[c:11]2-[c:12]1[cH:13][n:14][cH:15][c:16]([CH3:18])[cH:17]1. The reactants are C1CN2C(CCC3=CC=CC1=C23)=O (1,2,5,6-tetrahydro-pyrrolo[3,2,1-ij]quinolin-4-one), BrN1C(CCC1=O)=O (N-bromosuccinimide), CC(=O)C.CCOCC (acetone ether), O (water). The solvent is CN(C)C=O (DMF), CN(C)C=O (DMF). Run at temperature 0 celsius, time 2 hour. Product: BrC=1C=C2CCC(N3C2=C(C1)CC3)=O (8-Bromo-1,2,5,6-tetrahydro-pyrrolo[3,2,1-ij]quinolin-4-one). RXN SMILES: [CH2:1]1[C:11]2=[C:12]3[C:7](=[CH:8][CH:9]=[CH:10]2)[CH2:6][CH2:5][C:4](=[O:13])[N:3]3[CH2:2]1.[Br:14]N1C(=O)CCC1=O.O.CC(C)=O.CCOCC>CN(C=O)C>[Br:14][C:9]1[CH:8]=[C:7]2[C:12]3=[C:11]([CH2:1][CH2:2][N:3]3[C:4](=[O:13])[CH2:5][CH2:6]2)[CH:10]=1 |f:3.4|. Procedure: To a solution of 1,2,5,6-tetrahydro-pyrrolo[3,2,1-ij]quinolin-4-one (10.0 g, 55.8 mmol) in 100 ml dry DMF was added dropwise a solution of N-bromosuccinimide (10.4 g, 58.6 mmol) in 150 ml dry DMF at 0° C. The mixture was stirred at 0° C. for 2 h, then 400 ml water was added and the solution was extracted with ethyl acetate (3×150 ml). The organic phase was washed with water (2×200 mL), then dried over MgSO4 and evaporated, affording a yellow solid, which was purified by crystallization from acet... The reactants are intermediate 19, COC(C(CC1CCCC1)Br)=O (2-bromo-3-cyclopentyl-propionic acid methyl ester), ClC=1C(N(N=CC1OC1CCC1)C1OCCCC1)=O (4-chloro-5-cyclobutoxy-2-(tetrahydro-pyran-2-yl)-2H-pyridazin-3-one), COC(C(CC1CCCC1)Br)=O (2-bromo-3-cyclopentyl-propionic acid methyl ester). The product is C1(CCC1)OC=1C=NN(C(C1)=O)C(C(=O)O)CC1CCCC1 (2-(4-cyclobutoxy-6-oxo-6H-pyridazin-1-yl)-3-cyclopentyl-propionic acid). As a reaction SMILES: Cl[C:2]1[C:3](=[O:19])[N:4](C2CCCCO2)[N:5]=[CH:6][C:7]=1[O:8][CH:9]1[CH2:12][CH2:11][CH2:10]1.C[O:21][C:22](=[O:31])[CH:23](Br)[CH2:24][CH:25]1[CH2:29][CH2:28][CH2:27][CH2:26]1>>[CH:9]1([O:8][C:7]2[CH:6]=[N:5][N:4]([CH:23]([CH2:24][CH:25]3[CH2:29][CH2:28][CH2:27][CH2:26]3)[C:22]([OH:21])=[O:31])[C:3](=[O:19])[CH:2]=2)[CH2:12][CH2:11][CH2:10]1. Procedure: In an analogous manner to the stepwise sequence outlined in intermediate 19 (steps 2-5), starting from 4-chloro-5-cyclobutoxy-2-(tetrahydro-pyran-2-yl)-2H-pyridazin-3-one and alkylating with 2-bromo-3-cyclopentyl-propionic acid methyl ester (Intermediate 10) afforded 2-(4-cyclobutoxy-6-oxo-6H-pyridazin-1-yl)-3-cyclopentyl-propionic acid (9.0 g, 98% for the final step); LC-MS: 307 (M+1)+, tR=4.17 min. HPLC: tR=12.71 min, (214 nm, 98.6%), (254 nm, 99.0%). 1H NMR (300 MHz, DMSO-d6): δ 12.86 (s, 1H,...